From a dataset of the Open Reaction Database (ORD), a public repository of structured organic reaction records. describe an organic reaction: reactants, conditions, products, and yield The reactants are CI (Methyl iodide), N1CCC(CC1)C1=C2CC(NC2=CC=C1)=O (4-piperidin-4-yl-1,3-dihydroindol-2-one). Run in C(C)#N (acetonitrile), CO (methanol). Run at time 2 day. Yields the product CN1CCC(CC1)C1=C2CC(NC2=CC=C1)=O (4-(1-methylpiperidin-4-yl)-1,3-dihydroindol-2-one). Isolated yield 70.8%. RXN SMILES: [CH3:1]I.[NH:3]1[CH2:8][CH2:7][CH:6]([C:9]2[CH:17]=[CH:16][CH:15]=[C:14]3[C:10]=2[CH2:11][C:12](=[O:18])[NH:13]3)[CH2:5][CH2:4]1>C(#N)C.CO>[CH3:1][N:3]1[CH2:4][CH2:5][CH:6]([C:9]2[CH:17]=[CH:16][CH:15]=[C:14]3[C:10]=2[CH2:11][C:12](=[O:18])[NH:13]3)[CH2:7][CH2:8]1. Procedure: Methyl iodide (130.6 mg, 0.92 mmol) was added to a solution of 4-piperidin-4-yl-1,3-dihydroindol-2-one (199 mg, 0.92 mmol) in acetonitrile (10 mL) and methanol (1 mL). The reaction was stirred at room temperature under nitrogen for 2 days. The solvents were removed and the residue was purified on a silica gel column to give 150 mg (70%) of 4-(1-methylpiperidin-4-yl)-1,3-dihydroindol-2-one as a tan solid. Starting materials: C1(=CC=CC2=CC=CC=C12)O (α-naphthol), C1(=CC=CC2=CC=CC=C12)N (α-naphthylamine), P(OC1=CC=CC=C1)(OC1=CC=CC=C1)OC1=CC=CC=C1 (triphenyl phosphite). Run in O (water). Conditions: temperature 220 celsius. Yields the product C1=CC=C2C(=C1)C=CC=C2NC3=CC=CC4=CC=CC=C43 (1,1'-Dinaphthylamine). Yield: 93.0%. Reaction SMILES: [C:1]1(O)[C:10]2[C:5](=[CH:6][CH:7]=[CH:8][CH:9]=2)[CH:4]=[CH:3][CH:2]=1.[C:12]1([NH2:22])[C:21]2[C:16](=[CH:17][CH:18]=[CH:19][CH:20]=2)[CH:15]=[CH:14][CH:13]=1.P(OC1C=CC=CC=1)(OC1C=CC=CC=1)OC1C=CC=CC=1>O>[CH:7]1[CH:6]=[C:5]2[CH:4]=[CH:3][CH:2]=[C:1]([NH:22][C:12]3[C:21]4[C:16](=[CH:17][CH:18]=[CH:19][CH:20]=4)[CH:15]=[CH:14][CH:13]=3)[C:10]2=[CH:9][CH:8]=1. Procedure details: 144 parts of α-naphthol, 143 parts of α-naphthylamine and 15 parts of triphenyl phosphite are mixed and heated to 220° C. The elimination of water commences at this temperature and has ended when the internal temperature reaches 250° C. 18 parts of water are removed in the course of 10 hours. After distilling off excess α-naphthol and α-naphthylamine, 250 parts of 1,1'-dinaphthylamine, of melting point 97° - 102° C, are obtained at 256° - 257°/5 mm Hg. This corresponds to a yield of 93% of theor... The reactants are C1(CC1)N1C=C(C(C2=CC(=C(C(=C12)F)F)F)=O)C(=O)O (1-cyclopropyl-6,7,8-trifluoro-1,4-dihydro-4-oxoquinoline-3-carboxylic acid), Br.Br.C1=2CNCC2CNC1 (3,7-diazabicyclo[3.3.0]oct-1(5)-ene dihydrobromide), N12CCCCCC2=NCCC1 (1,8-diazabicyclo[5.4.0]undec-7-ene). Solvent: C(C)#N (acetonitrile). Conditions: time 8 hour. The product is C1(CC1)N1C=C(C(C2=CC(=C(C(=C12)F)N1CC=2CNCC2C1)F)=O)C(=O)O (1-cyclopropyl-7-[3,7-diazabicyclo[3.3.0]oct-1(5)-en-3-yl]-6,8-difluoro-1,4-dihydro-4-oxoquinoline-3-carboxylic acid). Yield: 66.4%. RXN SMILES: [CH:1]1([N:4]2[C:13]3[C:8](=[CH:9][C:10]([F:16])=[C:11](F)[C:12]=3[F:14])[C:7](=[O:17])[C:6]([C:18]([OH:20])=[O:19])=[CH:5]2)[CH2:3][CH2:2]1.Br.Br.[C:23]12[CH2:30][NH:29][CH2:28][C:27]=1[CH2:26][NH:25][CH2:24]2.N12CCCN=C1CCCCC2>C(#N)C>[CH:1]1([N:4]2[C:13]3[C:8](=[CH:9][C:10]([F:16])=[C:11]([N:25]4[CH2:26][C:27]5[CH2:28][NH:29][CH2:30][C:23]=5[CH2:24]4)[C:12]=3[F:14])[C:7](=[O:17])[C:6]([C:18]([OH:20])=[O:19])=[CH:5]2)[CH2:2][CH2:3]1 |f:1.2.3|. Reported procedure: The solution of 0.4 g of 1-cyclopropyl-6,7,8-trifluoro-1,4-dihydro-4-oxoquinoline-3-carboxylic acid, 0.8 g of 3,7-diazabicyclo[3.3.0]oct-1(5)-ene dihydrobromide, and 0.8 ml of 1,8-diazabicyclo[5.4.0]undec-7-ene (DBU) in 30 ml of acetonitrile was refluxed in oil bath at the temperature of 100° C. for 8 hours, and this reaction mixture was kept overnight at the room temperature. The product precipitate was filtered off and then the residue was washed with methanol, to obtain 0.35 g of the title co... Procedure details: tert-Butyl{2-[({[(2S,5R)-6-benzyloxy-7-oxo-1,6-diazabicyclo[3.2.1]oct-2-yl]carbonyl}amino)oxy]ethyl}carbamate (43.4 g, 100 mmol) was dissolved in tetrahydrofuran (475 mL). After the dissolution was confirmed, water (25 mL) was added, and set under an argon atmosphere. 10% Pd/C (8.68 g, 50% wet) was added, and stirred vigorously under hydrogen atmosphere for 3 h. The end point was confirmed by TLC, and then catalyst was filtered through Celite. The solvent of filtrate was concentrated under reduc... As a reaction SMILES: [C:1]([O:5][C:6](=[O:31])[NH:7][CH2:8][CH2:9][O:10][NH:11][C:12]([C@@H:14]1[CH2:20][CH2:19][C@@H:18]2[CH2:21][N:15]1[C:16](=[O:30])[N:17]2[O:22]CC1C=CC=CC=1)=[O:13])([CH3:4])([CH3:3])[CH3:2].O>O1CCCC1.[Pd]>[C:1]([O:5][C:6](=[O:31])[NH:7][CH2:8][CH2:9][O:10][NH:11][C:12]([C@@H:14]1[CH2:20][CH2:19][C@@H:18]2[CH2:21][N:15]1[C:16](=[O:30])[N:17]2[OH:22])=[O:13])([CH3:4])([CH3:2])[CH3:3]. Reagents/catalysts: [Pd] (Pd/C). Run at time 3 hour. The solvent is O1CCCC1 (tetrahydrofuran). The product is C(C)(C)(C)OC(NCCONC(=O)[C@H]1N2C(N([C@H](CC1)C2)O)=O)=O (tert-Butyl{2-[({[(2S,5R)-6-hydroxy-7-oxo-1,6-diazabicyclo[3.2.1]oct-2-yl]carbonyl}amino)oxy]ethyl}carbamate). The reactants are C(C)(C)(C)OC(NCCONC(=O)[C@H]1N2C(N([C@H](CC1)C2)OCC2=CC=CC=C2)=O)=O (tert-Butyl{2-[({[(2S,5R)-6-benzyloxy-7-oxo-1,6-diazabicyclo[3.2.1]oct-2-yl]carbonyl}amino)oxy]ethyl}carbamate), O (water). The yield is 100.2%. Reactants: CC#N, FC(F)(F)C1CO1, CC(C)(C)Oc1cccc(CNc2cccc(Oc3ccccc3)c2)c1, O=S(=O)([O-])C(F)(F)F, O=S(=O)([O-])C(F)(F)F, O=S(=O)([O-])C(F)(F)F, [Yb+3]. Yields the product CC(C)(C)Oc1cccc(CN(CC(O)C(F)(F)F)c2cccc(Oc3ccccc3)c2)c1. As a reaction SMILES: [CH3:59][C:60]#[N:61].[F:52][C:53]([CH:54]1[CH2:55][O:56]1)([F:57])[F:58].[O:1]([c:2]1[cH:3][cH:4][cH:5][cH:6][cH:7]1)[c:8]1[cH:9][c:10]([NH:14][CH2:15][c:16]2[cH:17][c:18]([O:22][C:23]([CH3:24])([CH3:25])[CH3:26])[cH:19][cH:20][cH:21]2)[cH:11][cH:12][cH:13]1.[S:27]([O-:28])([C:29]([F:30])([F:31])[F:32])(=[O:33])=[O:34].[S:36]([O-:37])([C:38]([F:39])([F:40])[F:41])(=[O:42])=[O:43].[S:44]([O-:45])([C:46]([F:47])([F:48])[F:49])(=[O:50])=[O:51].[Yb+3:35]>>[O:1]([c:2]1[cH:3][cH:4][cH:5][cH:6][cH:7]1)[c:8]1[cH:9][c:10]([N:14]([CH2:15][c:16]2[cH:17][c:18]([O:22][C:23]([CH3:24])([CH3:25])[CH3:26])[cH:19][cH:20][cH:21]2)[CH2:55][CH:54]([C:53]([F:52])([F:57])[F:58])[OH:56])[cH:11][cH:12][cH:13]1.